describe an organic reaction: reactants, conditions, products, and yield From a dataset of the Open Reaction Database (ORD), a public repository of structured organic reaction records. The reactants are Clc1cncc(Cl)n1, NC(CO)c1ccccc1. Yields the product OCC(Nc1cncc(Cl)n1)c1ccccc1. Reaction SMILES: [Cl:11][c:12]1[n:13][c:14]([Cl:18])[cH:15][n:16][cH:17]1.[NH2:1][CH:2]([CH2:3][OH:4])[c:5]1[cH:6][cH:7][cH:8][cH:9][cH:10]1>>[NH:1]([CH:2]([CH2:3][OH:4])[c:5]1[cH:6][cH:7][cH:8][cH:9][cH:10]1)[c:14]1[n:13][c:12]([Cl:11])[cH:17][n:16][cH:15]1. The reactants are BrC=1C=C(C=O)C=CC1OC (3-Bromo-4-methoxybenzaldehyde), CC(C)=CC (2-methyl-2-butene), [OH-].[Na+] (sodium hydroxide), Cl(=O)[O-].[Na+] (sodium chlorite), O.O.P(=O)(O)(O)[O-].[Na+] (sodium dihydrogenphosphate dihydrate). Solvent: C(C)(C)(C)O (t-butanol), O (water). Run at time 16 hour. Product: BrC=1C=C(C(=O)O)C=CC1OC (3-bromo-4-methoxybenzoic acid). The yield is 64.9%. Reaction SMILES: [Br:1][C:2]1[CH:3]=[C:4]([CH:7]=[CH:8][C:9]=1[O:10][CH3:11])[CH:5]=[O:6].CC(=CC)C.Cl([O-])=[O:18].[Na+].O.O.P([O-])(O)(O)=O.[Na+].[OH-].[Na+]>O.C(O)(C)(C)C>[Br:1][C:2]1[CH:3]=[C:4]([CH:7]=[CH:8][C:9]=1[O:10][CH3:11])[C:5]([OH:18])=[O:6] |f:2.3,4.5.6.7,8.9|. Reported procedure: 3-Bromo-4-methoxybenzaldehyde (15 g, 70 mmol), t-butanol (140 ml), 2-methyl-2-butene (50 ml, 469 mmol) were mixed, and to this solution was added dropwise a solution prepared by mixing sodium chlorite (10.42 g, 91 mmol), sodium dihydrogenphosphate dihydrate (14.2 g, 91 mmol) and water (70 nil). The mixture was stirred at room temperature for 16 hours. A 1N aqueous sodium hydroxide solution (50 ml) was added, and t-butanol was evaporated under reduced pressure. Conc. hydrochloric acid was added t... Starting materials: ice water, N1CCCCC1 (Piperidine), Cl.C(C)N=C=NCCCN(C)C (1-ethyl-3-(3-dimethylaminopropyl)carbodiimide hydrochloride), COC=1C(C(=C(C(C1OC)=O)CC=1C=CC(=C(C(=O)O)C1)OCC1=CC=CC=C1)C)=O (5-(5,6-dimethoxy-3-methyl-1,4-benzoquinon-2-yl)methyl-2-benzyloxybenzoic acid). The solvent is C(Cl)Cl (methylene chloride). Run at time 12 hour. The product is COC=1C(C(=C(C(C1OC)=O)CC=1C=CC(=C(C(=O)N2CCCCC2)C1)OCC1=CC=CC=C1)C)=O (N-[5-(5,6-Dimethoxy-3-methyl-1,4-benzoquinon-2-yl)methyl-2-benzyloxybenzoyl]piperidine). Isolated yield 43.3%. RXN SMILES: [NH:1]1[CH2:6][CH2:5][CH2:4][CH2:3][CH2:2]1.Cl.C(N=C=NCCCN(C)C)C.[CH3:19][O:20][C:21]1[C:22](=[O:49])[C:23]([CH3:48])=[C:24]([CH2:30][C:31]2[CH:32]=[CH:33][C:34]([O:40][CH2:41][C:42]3[CH:47]=[CH:46][CH:45]=[CH:44][CH:43]=3)=[C:35]([CH:39]=2)[C:36](O)=[O:37])[C:25](=[O:29])[C:26]=1[O:27][CH3:28]>C(Cl)Cl>[CH3:19][O:20][C:21]1[C:22](=[O:49])[C:23]([CH3:48])=[C:24]([CH2:30][C:31]2[CH:32]=[CH:33][C:34]([O:40][CH2:41][C:42]3[CH:43]=[CH:44][CH:45]=[CH:46][CH:47]=3)=[C:35]([CH:39]=2)[C:36]([N:1]2[CH2:6][CH2:5][CH2:4][CH2:3][CH2:2]2)=[O:37])[C:25](=[O:29])[C:26]=1[O:27][CH3:28] |f:1.2|. Reported procedure: Piperidine (0.025 g, 0.296 mmol) and 1-ethyl-3-(3-dimethylaminopropyl)carbodiimide hydrochloride (0.068 g, 0.355 mmol) were added to a methylene chloride solution (5 ml) of 5-(5,6-dimethoxy-3-methyl-1,4-benzoquinon-2-yl)methyl-2-benzyloxybenzoic acid (0.050 g, 0.118 mmol) and the resulting solution was stirred at room temperature for 12 hours. The reaction solution was poured into ice water and then extracted with methylene chloride. The extract was washed with water and then dried, and the solv... Starting materials: ClCCl, Cc1cc(C(CC2CCC(=O)C2)C(=O)O)ccc1S(C)(=O)=O, COCCn1ccc(N)n1, O=C(Cl)C(=O)Cl, Cc1cccc(C)n1. The product is COCCn1ccc(NC(=O)C(CC2CCC(=O)C2)c2ccc(S(C)(=O)=O)c(C)c2)n1. RXN SMILES: [CH2:47]([Cl:48])[Cl:49].[CH3:1][S:2](=[O:3])(=[O:4])[c:5]1[c:6]([CH3:22])[cH:7][c:8]([CH:11]([C:12](=[O:13])[OH:14])[CH2:15][CH:16]2[CH2:17][C:18](=[O:21])[CH2:19][CH2:20]2)[cH:9][cH:10]1.[CH3:29][O:30][CH2:31][CH2:32][n:33]1[n:34][c:35]([NH2:38])[cH:36][cH:37]1.[Cl:23][C:24]([C:25]([Cl:26])=[O:27])=[O:28].[n:39]1[c:40]([CH3:41])[cH:42][cH:43][cH:44][c:45]1[CH3:46]>>[CH3:1][S:2](=[O:3])(=[O:4])[c:5]1[c:6]([CH3:22])[cH:7][c:8]([CH:11]([C:12](=[O:14])[NH:38][c:35]2[n:34][n:33]([CH2:32][CH2:31][O:30][CH3:29])[cH:37][cH:36]2)[CH2:15][CH:16]2[CH2:17][C:18](=[O:21])[CH2:19][CH2:20]2)[cH:9][cH:10]1. Starting materials: O=S1(CCN(CC2=C1C=CC=C2)C(C)=O)=O (1-(1,1-dioxido-2,3-dihydro-1,4-benzothiazepin-4(5H)-yl)ethanone), [OH-].[Na+] (sodium hydroxide), O (water). Run in C(C)O (ethanol). The product is S1(CCNCC2=C1C=CC=C2)(=O)=O (2,3,4,5-tetrahydro-1,4-benzothiazepine 1,1-dioxide). Isolated yield 76.6%. As a reaction SMILES: [O:1]=[S:2]1(=[O:16])[C:8]2[CH:9]=[CH:10][CH:11]=[CH:12][C:7]=2[CH2:6][N:5](C(=O)C)[CH2:4][CH2:3]1.[OH-].[Na+].O>C(O)C>[S:2]1(=[O:16])(=[O:1])[C:8]2[CH:9]=[CH:10][CH:11]=[CH:12][C:7]=2[CH2:6][NH:5][CH2:4][CH2:3]1 |f:1.2|. Procedure: To a solution of 1-(1,1-dioxido-2,3-dihydro-1,4-benzothiazepin-4(5H)-yl)ethanone (240 g, 1.0 mol) in ethanol (1.0 L) was added sodium hydroxide (200 g, 5.0 mol) and water (700 mL). The mixture was refluxed overnight and then concentrated in vacuo. The residue was extracted by ethyl acetate (1500 mL×4). The combined organic layers were extracted by hydrochloric acid (2000 mL, 3 N). The acidic aqueous layer was washed with ethyl acetate (1500 mL×2), then basified with a saturated aqueous solution ...